Dataset: the Open Reaction Database (ORD), a public repository of structured organic reaction records. Task: describe an organic reaction: reactants, conditions, products, and yield The reactants are [Br-].C(CCC)[NH+](CCCC)CCCC (tributylammonium bromide), CN(C1=NC=CC=C1)C (2-Dimethylaminopyridine), resultant mixture. Run in C(Cl)(Cl)Cl (chloroform). The product is BrC=1C=CC(=NC1)N(C)C (5-bromo-2-dimethylaminopyridine). The yield is 72.0%. RXN SMILES: [CH3:1][N:2]([CH3:9])[C:3]1[CH:8]=[CH:7][CH:6]=[CH:5][N:4]=1.[Br-:10].C([NH+](CCCC)CCCC)CCC>C(Cl)(Cl)Cl>[Br:10][C:6]1[CH:7]=[CH:8][C:3]([N:2]([CH3:9])[CH3:1])=[N:4][CH:5]=1 |f:1.2|. Reported procedure: 2-Dimethylaminopyridine (1.0 ml) was dissolved in chloroform (60 ml). After adding tributylammonium bromide (3.88 g) thereto, the resultant mixture was stirred for 7 min. Then the reaction solution was washed with an aqueous solution of sodium thiosulfate and water, dried over anhydrous sodium sulfate and concentrated under reduced pressure. The residue was purified by silica gel column chromatography (hexane/ethyl acetate-methanol system) to give the title compound (1.097 g) as yellow crystals ... Starting materials: C(CCC)N1C(C(CC1=O)NC1=CC=CC=C1)=O (N-butylanilinosuccinimide), NC1CC(=O)N(C1=O)C1=CC=CC=C1 (3-amino-N-phenylsuccinimide). The product is C(CCC)N1C(C(=CC1=O)NC1=CC=CC=C1)=O (N-butylanilinomaleimide). The yield is 93.0%. As a reaction SMILES: [CH2:1]([N:5]1[C:9](=[O:10])[CH2:8][CH:7]([NH:11][C:12]2[CH:17]=[CH:16][CH:15]=[CH:14][CH:13]=2)[C:6]1=[O:18])[CH2:2][CH2:3][CH3:4].NC1C(=O)N(C2C=CC=CC=2)C(=O)C1>>[CH2:1]([N:5]1[C:9](=[O:10])[CH:8]=[C:7]([NH:11][C:12]2[CH:13]=[CH:14][CH:15]=[CH:16][CH:17]=2)[C:6]1=[O:18])[CH2:2][CH2:3][CH3:4]. Procedure details: Utilizing the procedure above and substituting N-butylanilinosuccinimide for the 3-amino-N-phenylsuccinimide yields 93% of N-butylanilinomaleimide which upon crystallization from isopropyl alcohol has a m.p. of 128°-130° C. Anal. Calcd. for C14H16N20 2: 68.85; H, 6.56; N, 11.48. Found: C, 68.58; H, 6.45; N, 11.38. Starting materials: N1=C(SC2=C1C1=C(CC2)SC=C1)N (4,5-dihydrothieno[3,2-e][1,3]benzothiazol-2-amine), C1(=CC=CC=C1)S(=O)(=O)Cl (benzenesulfonyl chloride). The product is N1=C(SC2=C1C1=C(CC2)SC=C1)NS(=O)(=O)C1=CC=CC=C1 (N-(4,5-Dihydrothieno[3,2-e][1,3]benzothiazol-2-yl)benzenesulfonamide), solid. Reaction SMILES: [N:1]1[C:5]2[C:6]3[CH:12]=[CH:11][S:10][C:7]=3[CH2:8][CH2:9][C:4]=2[S:3][C:2]=1[NH2:13].[C:14]1([S:20](Cl)(=[O:22])=[O:21])[CH:19]=[CH:18][CH:17]=[CH:16][CH:15]=1>>[N:1]1[C:5]2[C:6]3[CH:12]=[CH:11][S:10][C:7]=3[CH2:8][CH2:9][C:4]=2[S:3][C:2]=1[NH:13][S:20]([C:14]1[CH:19]=[CH:18][CH:17]=[CH:16][CH:15]=1)(=[O:22])=[O:21]. Procedure details: The title compound was prepared from 4,5-dihydrothieno[3,2-e][1,3]benzothiazol-2-amine (106 mg, synthesized according to METHOD I from 4-keto-4,5,6,7-tetrahydrothianaphthene) and benzenesulfonyl chloride (93 mg) as described in the synthetic METHOD A to give a white solid (13 mg) with a purity >90%: MS-ES (neg) m/z 347.2. The reactants are O.Cl.N1CCC(CC1)=O (4-Piperidinone hydrochloride monohydrate), hydrochloride salt, C([O-])([O-])=O.[K+].[K+] (potassium carbonate), Cl.CON (methoxyamine hydrochloride), C([O-])([O-])=O.[K+].[K+] (potassium carbonate), Cl (hydrogen chloride). Run in C(C)O (ethanol), O (water). Conditions: time 16 hour. Product: Cl.CON=C1CCNCC1 (4-Piperidinone O-methyloxime hydrochloride). As a reaction SMILES: O.[ClH:2].[NH:3]1[CH2:8][CH2:7][C:6](=O)[CH2:5][CH2:4]1.Cl.[CH3:11][O:12][NH2:13].C(=O)([O-])[O-].[K+].[K+].Cl>O.C(O)C>[ClH:2].[CH3:11][O:12][N:13]=[C:6]1[CH2:7][CH2:8][NH:3][CH2:4][CH2:5]1 |f:0.1.2,3.4,5.6.7,11.12|. Procedure details: 4-Piperidinone hydrochloride monohydrate (5 g, 32.5 mmol), methoxyamine hydrochloride (4.18 g, 50 mmol) and potassium carbonate (13.82 g, 100 mmol) were taken into 100 mL of ethanol and stirred at room temperature for 16 hours. The reaction mixture was filtered and the filtrate evaporated to afford a white solid. The crude solid was dissolved in water, made basic with solid potassium carbonate, and extracted with dichloromethane (3×100 mL). The combined extracts were dried over anhydrous sodium ...